From a dataset of the Open Reaction Database (ORD), a public repository of structured organic reaction records. describe an organic reaction: reactants, conditions, products, and yield Reactants: NC=1SC(=CC1C(=O)OCC)C (2-amino-5-methyl-3-thiophenecarboxylic acid, ethyl ester), ClC1=CC=C(C=N1)C(=O)O (6-chloro-3-pyridinecarboxylic acid). Yields the product CC1=CC2=C(N=C3N(C2=O)C=C(C=C3)C(=O)O)S1 (2-Methyl-4-oxo-4H-pyrido[1,2-a]thieno[2,3-d]pyrimidine-7-carboxylic acid). Reaction SMILES: [NH2:1][C:2]1[S:3][C:4]([CH3:12])=[CH:5][C:6]=1[C:7]([O:9]CC)=O.Cl[C:14]1[N:19]=[CH:18][C:17]([C:20]([OH:22])=[O:21])=[CH:16][CH:15]=1>>[CH3:12][C:4]1[S:3][C:2]2[N:1]=[C:14]3[CH:15]=[CH:16][C:17]([C:20]([OH:22])=[O:21])=[CH:18][N:19]3[C:7](=[O:9])[C:6]=2[CH:5]=1. Procedure: A mixture of 2-amino-5-methyl-3-thiophenecarboxylic acid, ethyl ester (Chemische Berichte, Vol. 99, page 94-100, 1966), 18.5 g (0.1 mol) and 6-chloro-3-pyridinecarboxylic acid (Aldrich Chemical Company), 15.7 g (0.1 mol) is heated in an oil bath at 170°-190° C. for 20 hours. The mixture is cooled, extracted with hot chloroform and the residue is dissolved in hot pyridine, cooled and 0.4 g of 2-methyl-4-oxo-4H-pyrido[1,2-a]thieno[2,3-d]pyrimidine-7-carboxylic acid is collected; mp 312°-315° C. af... Starting materials: Cc1ccc(-c2nc3cc(C(=O)Cl)ccc3o2)cc1, ClCCl, [Na+], [OH-], O, Oc1ccccc1. Yields the product Cc1ccc(-c2nc3cc(C(=O)Oc4ccccc4)ccc3o2)cc1. RXN SMILES: [CH3:1][c:2]1[cH:3][cH:4][c:5](-[c:8]2[o:9][c:10]3[c:11]([n:12]2)[cH:13][c:14]([C:17](=[O:18])[Cl:19])[cH:15][cH:16]3)[cH:6][cH:7]1.[Cl:29][CH2:30][Cl:31].[Na+:28].[OH-:27].[OH2:32].[OH:20][c:21]1[cH:22][cH:23][cH:24][cH:25][cH:26]1>>[CH3:1][c:2]1[cH:3][cH:4][c:5](-[c:8]2[o:9][c:10]3[c:11]([n:12]2)[cH:13][c:14]([C:17]([O:18][c:21]2[cH:22][cH:23][cH:24][cH:25][cH:26]2)=[O:27])[cH:15][cH:16]3)[cH:6][cH:7]1. The reactants are ClC1=CC=C(C=C1)C[C@@H](CCO)NC(OC(C)(C)C)=O ((S)-tert-Butyl 1-(4-chlorophenyl)-4-hydroxybutan-2-ylcarbamate), TEA, CS(=O)(=O)Cl (methanesulfonyl chloride). Run in C(Cl)Cl (DCM), C(Cl)Cl (DCM). Reaction conditions: time 2 hour. Yields the product CS(=O)(=O)OCC[C@H](CC1=CC=C(C=C1)Cl)NC(=O)OC(C)(C)C ((3S)-3-((tert-Butoxycarbonyl)amino)-4-(4-chlorophenyl)butyl methanesulfonate). The yield is 93.8%. RXN SMILES: [Cl:1][C:2]1[CH:7]=[CH:6][C:5]([CH2:8][C@H:9]([NH:13][C:14](=[O:20])[O:15][C:16]([CH3:19])([CH3:18])[CH3:17])[CH2:10][CH2:11][OH:12])=[CH:4][CH:3]=1.[CH3:21][S:22](Cl)(=[O:24])=[O:23]>C(Cl)Cl>[CH3:21][S:22]([O:12][CH2:11][CH2:10][C@@H:9]([NH:13][C:14]([O:15][C:16]([CH3:17])([CH3:19])[CH3:18])=[O:20])[CH2:8][C:5]1[CH:6]=[CH:7][C:2]([Cl:1])=[CH:3][CH:4]=1)(=[O:24])=[O:23]. Reported procedure: To a mixture of (S)-tert-Butyl 1-(4-chlorophenyl)-4-hydroxybutan-2-ylcarbamate (686 mg, 2.3 mmol) and TEA (399 μl, 2.9 mmol) in DCM (10 mL) at −8° C. was added methanesulfonyl chloride (214 μl, 2.7 mmol). The resulting mixture was stirred for 2 hours. After warming to room temperature, the mixture was diluted with DCM and washed with H2O (2×). The combined organic layers were dried over Na2SO4, filtered, and concentrated to give the product as a light yellow solid (815 mg, 94%). LCMS (API-ES) m/... The product is CC=1C=C(C=CC1)C1=NC=C(C2=CC=C(C=C12)C)C (1-(3-methylphenyl)-4,7-dimethylisoquinoline). As a reaction SMILES: O[CH:2]([CH3:21])[CH:3]([NH:11][C:12](=O)[C:13]1[CH:18]=[CH:17][CH:16]=[C:15]([CH3:19])[CH:14]=1)[C:4]1[CH:9]=[CH:8][C:7](C)=[CH:6][CH:5]=1.[P+3]=O.[CH2:24]1C2C(CCCC2)CCC1>>[CH3:24][C:8]1[CH:9]=[C:4]([C:3]2[C:2]3[C:18](=[CH:17][CH:16]=[C:15]([CH3:19])[CH:21]=3)[C:13]([CH3:14])=[CH:12][N:11]=2)[CH:5]=[CH:6][CH:7]=1. Procedure: N-(2-hydroxy-1-p-tolyl-propyl)-3-methylbezamide (2.1 mmol), phosphorus (V) oxide (10 mmol) and decahydronaphtalene (50 mmol) were put in a dried two-neck round-bottom flask. Then, the mixture was stirred at 120 for 5 hours. After completion of the reaction, the reaction mixture was extracted with dichloromethane and water and distilled under reduced pressure. The resulting residue was purified by silica gel column chromatography. The eluate was distilled under reduced pressure. The residue was r... Reaction conditions: time 5 hour. Reactants: OC(C(C1=CC=C(C=C1)C)NC(C1=CC(=CC=C1)C)=O)C (N-(2-hydroxy-1-p-tolyl-propyl)-3-methylbezamide), [P+3]=O (phosphorus (V) oxide), C1CCCC2CCCCC12 (decahydronaphtalene). Starting materials: C=NOCC1(C(O[SiH2]C(C)(C)C)(c2ccccc2)c2ccccc2)OC(n2ccc(=O)[nH]c2=O)C(O)C1O[Si](c1ccccc1)(c1ccccc1)C(C)(C)C, CS(=O)(=O)Cl, ClCCl, [OH], c1ccncc1. The product is C=NOCC1(C(O[SiH2]C(C)(C)C)(c2ccccc2)c2ccccc2)OC(n2ccc(=O)[nH]c2=O)C(OS(C)(=O)=O)C1O[Si](c1ccccc1)(c1ccccc1)C(C)(C)C. Reaction SMILES: [C:2]([CH3:3])([CH3:4])([CH3:5])[Si:6]([O:7][CH:8]1[CH:9]([OH:44])[CH:10]([n:36]2[c:37](=[O:43])[nH:38][c:39](=[O:42])[cH:40][cH:41]2)[O:11][C:12]1([CH2:13][O:14][N:15]=[CH2:16])[C:17]([O:18][SiH2:19][C:20]([CH3:21])([CH3:22])[CH3:23])([c:24]1[cH:25][cH:26][cH:27][cH:28][cH:29]1)[c:30]1[cH:31][cH:32][cH:33][cH:34][cH:35]1)([c:45]1[cH:46][cH:47][cH:48][cH:49][cH:50]1)[c:51]1[cH:52][cH:53][cH:54][cH:55][cH:56]1.[CH3:60][S:61]([Cl:62])(=[O:63])=[O:64].[Cl:57][CH2:58][Cl:59].[OH:1].[cH:65]1[cH:66][cH:67][n:68][cH:69][cH:70]1>>[C:2]([CH3:3])([CH3:4])([CH3:5])[Si:6]([O:7][CH:8]1[CH:9]([O:44][S:61]([CH3:60])(=[O:63])=[O:64])[CH:10]([n:36]2[c:37](=[O:43])[nH:38][c:39](=[O:42])[cH:40][cH:41]2)[O:11][C:12]1([CH2:13][O:14][N:15]=[CH2:16])[C:17]([O:18][SiH2:19][C:20]([CH3:21])([CH3:22])[CH3:23])([c:24]1[cH:25][cH:26][cH:27][cH:28][cH:29]1)[c:30]1[cH:31][cH:32][cH:33][cH:34][cH:35]1)([c:45]1[cH:46][cH:47][cH:48][cH:49][cH:50]1)[c:51]1[cH:52][cH:53][cH:54][cH:55][cH:56]1. The reactants are CO, NC(Cc1ccccc1)C(=O)O, O=S(Cl)Cl. The product is COC(=O)C(N)Cc1ccccc1. Reaction SMILES: [CH3:17][OH:18].[NH2:5][CH:6]([CH2:7][c:8]1[cH:9][cH:10][cH:11][cH:12][cH:13]1)[C:14]([OH:15])=[O:16].[S:1]([Cl:2])([Cl:3])=[O:4]>>[NH2:5][CH:6]([CH2:7][c:8]1[cH:9][cH:10][cH:11][cH:12][cH:13]1)[C:14](=[O:15])[O:16][CH3:17]. The reactants are CN(CCC(=O)OCC)C(=O)C1=CC=C(C=C1)NC(C(C)C)C=1OC2=C(C1C)C=C(C=C2)OC2=NC=C(C=C2)C(F)(F)F (Ethyl 3-{methyl[(4-{[2-methyl-1-(3-methyl-5-{[5-(trifluoromethyl)pyridin-2-yl]oxy}-1-benzofuran-2-yl)propyl]amino}phenyl)carbonyl]amino}propanoate), [OH-].[Na+] (sodium hydroxide). Solvent: O1CCCC1 (tetrahydrofuran). Reaction conditions: temperature 50 celsius, time 1.5 hour. Product: CN(CCC(=O)O)C(=O)C1=CC=C(C=C1)NC(C(C)C)C=1OC2=C(C1C)C=C(C=C2)OC2=NC=C(C=C2)C(F)(F)F (3-{methyl[(4-{[2-methyl-1-(3-methyl-5-{[5-(trifluoromethyl)pyridin-2-yl]oxy}-1-benzofuran-2-yl)propyl]amino}phenyl)carbonyl]amino}propanoic acid). The yield is 93.3%. Reaction SMILES: [CH3:1][N:2]([C:10]([C:12]1[CH:17]=[CH:16][C:15]([NH:18][CH:19]([C:23]2[O:24][C:25]3[CH:32]=[CH:31][C:30]([O:33][C:34]4[CH:39]=[CH:38][C:37]([C:40]([F:43])([F:42])[F:41])=[CH:36][N:35]=4)=[CH:29][C:26]=3[C:27]=2[CH3:28])[CH:20]([CH3:22])[CH3:21])=[CH:14][CH:13]=1)=[O:11])[CH2:3][CH2:4][C:5]([O:7]CC)=[O:6].[OH-].[Na+]>O1CCCC1>[CH3:1][N:2]([C:10]([C:12]1[CH:13]=[CH:14][C:15]([NH:18][CH:19]([C:23]2[O:24][C:25]3[CH:32]=[CH:31][C:30]([O:33][C:34]4[CH:39]=[CH:38][C:37]([C:40]([F:43])([F:42])[F:41])=[CH:36][N:35]=4)=[CH:29][C:26]=3[C:27]=2[CH3:28])[CH:20]([CH3:22])[CH3:21])=[CH:16][CH:17]=1)=[O:11])[CH2:3][CH2:4][C:5]([OH:7])=[O:6] |f:1.2|. Reported procedure: Ethyl 3-{methyl[(4-{[2-methyl-1-(3-methyl-5-{[5-(trifluoromethyl)pyridin-2-yl]oxy}-1-benzofuran-2-yl)propyl]amino}phenyl)carbonyl]amino}propanoate (425 mg) synthesized in Example A205 was dissolved in tetrahydrofuran (4.0 mL), 1N aqueous sodium hydroxide solution (1.4 mL) was added to the solution, and the mixture was stirred at 50° C. for 1.5 hr. The solvent was evaporated under reduced pressure, water (4 mL) was added to the residue, and the mixture was neutralized with 1N hydrochloric acid (1... Reactants: ClC1=CC=C(C=C1)C=1N(N=C2CCNCCC12)CC=1C=NC=CC1 (3-(4-chloro-phenyl)-2-pyridin-3-ylmethyl-2,4,5,6,7,8-hexahydro-1,2,6-triaza-azulene), C(C)(C)(C)OC(=O)N1CCC=2C(=NNC2CC1)C1=CC=C(C=C1)Cl (3-(4-chloro-phenyl)-4,5,7,8-tetrahydro-1H-1,2,6-triaza-azulene-6-carboxylic acid tert-butyl ester), Cl.ClCC=1C=NC=CC1 (3-chloromethyl-pyridine hydrogen chloride). Product: ClC1=CC=C(C=C1)C1=NN(C=2CCNCCC12)CC=1C=NC=CC1 (3-(4-Chloro-phenyl)-1-pyridin-3-ylmethyl-1,4,5,6,7,8-hexahydro-1,2,6-triaza-azulene), mixture. Reaction SMILES: C(OC([N:8]1[CH2:17][CH2:16][C:15]2[NH:14][N:13]=[C:12]([C:18]3[CH:23]=[CH:22][C:21]([Cl:24])=[CH:20][CH:19]=3)[C:11]=2[CH2:10][CH2:9]1)=O)(C)(C)C.Cl.Cl[CH2:27][C:28]1[CH:29]=[N:30][CH:31]=[CH:32][CH:33]=1.ClC1C=CC(C2N(CC3C=NC=CC=3)N=C3C=2CCNCC3)=CC=1>>[Cl:24][C:21]1[CH:20]=[CH:19][C:18]([C:12]2[C:11]3[CH2:10][CH2:9][NH:8][CH2:17][CH2:16][C:15]=3[N:14]([CH2:27][C:28]3[CH:29]=[N:30][CH:31]=[CH:32][CH:33]=3)[N:13]=2)=[CH:23][CH:22]=1 |f:1.2|. Procedure details: The title compound was prepared from 3-(4-chloro-phenyl)-4,5,7,8-tetrahydro-1H-1,2,6-triaza-azulene-6-carboxylic acid tert-butyl ester (Example 103, Step B; 0.3 mmol) using 3-chloromethyl-pyridine hydrogen chloride (0.5 mmol) in place of 2-chloromethyl-thiophene. The title compound was obtained as a 2:1 mixture (25 mg) with 3-(4-chloro-phenyl)-2-pyridin-3-ylmethyl-2,4,5,6,7,8-hexahydro-1,2,6-triaza-azulene. Data for the mixture: MS (ESI): exact mass calculated for C19H19ClN4, 338.13. found, m/z ... Reactants: CCOC(C)=O, COC(=O)C1CCCC1NC(=O)OC(C)(C)C, CCOC(C)=O, Cl. Yields the product Cl, COC(=O)C1CCCC1N. Reaction SMILES: [C:18]([O:19][CH2:20][CH3:21])(=[O:22])[CH3:23].[C:1]([O:2][C:3](=[O:4])[NH:8][CH:9]1[CH:10]([C:14](=[O:15])[O:16][CH3:17])[CH2:11][CH2:12][CH2:13]1)([CH3:5])([CH3:6])[CH3:7].[CH3:25][CH2:26][O:27][C:28](=[O:29])[CH3:30].[ClH:24]>>[ClH:24].[NH2:8][CH:9]1[CH:10]([C:14](=[O:15])[O:16][CH3:17])[CH2:11][CH2:12][CH2:13]1.